This data is from the Open Reaction Database (ORD), a public repository of structured organic reaction records. The task is: describe an organic reaction: reactants, conditions, products, and yield Reaction SMILES: [C:11]([CH3:12])([CH3:13])([CH3:14])[O:15][C:16](=[O:17])[N:18]1[CH2:19][c:20]2[cH:21][c:22]([NH2:30])[cH:23][cH:24][c:25]2[C:26]([CH3:28])([CH3:29])[CH2:27]1.[Cl:1][c:2]1[c:3]([C:4](=[O:5])[Cl:6])[cH:7][cH:8][cH:9][n:10]1.[Cl:36][CH2:37][Cl:38].[Na+:35].[O-:31][C:32]([OH:33])=[O:34]>>[Cl:1][c:2]1[c:3]([C:4](=[O:5])[NH:30][c:22]2[cH:21][c:20]3[c:25]([cH:24][cH:23]2)[C:26]([CH3:28])([CH3:29])[CH2:27][N:18]([C:16]([O:15][C:11]([CH3:12])([CH3:13])[CH3:14])=[O:17])[CH2:19]3)[cH:7][cH:8][cH:9][n:10]1. Product: CC(C)(C)OC(=O)N1Cc2cc(NC(=O)c3cccnc3Cl)ccc2C(C)(C)C1. Starting materials: CC(C)(C)OC(=O)N1Cc2cc(N)ccc2C(C)(C)C1, O=C(Cl)c1cccnc1Cl, ClCCl, [Na+], O=C([O-])O. The reactants are C(C=C)C=1C=C(C=CC1OCC1=NC2=CC=CC=C2C=C1)CC(=O)OC (Methyl 2-[3-allyl-4-(quinolin-2-yl-methoxy)phenyl]acetate), [OH-].[Na+] (sodium hydroxide). Procedure: In analogy to the procedure of Example XV, the title compound is prepared from 2.0 g (5.8 mmol) of the compound from Example XXXVII and 10 ml (10 mmol) of 1N sodium hydroxide solution. Reaction SMILES: [CH2:1]([C:4]1[CH:5]=[C:6]([CH2:22][C:23]([O:25]C)=[O:24])[CH:7]=[CH:8][C:9]=1[O:10][CH2:11][C:12]1[CH:21]=[CH:20][C:19]2[C:14](=[CH:15][CH:16]=[CH:17][CH:18]=2)[N:13]=1)[CH:2]=[CH2:3].[OH-].[Na+]>>[CH2:1]([C:4]1[CH:5]=[C:6]([CH2:22][C:23]([OH:25])=[O:24])[CH:7]=[CH:8][C:9]=1[O:10][CH2:11][C:12]1[CH:21]=[CH:20][C:19]2[C:14](=[CH:15][CH:16]=[CH:17][CH:18]=2)[N:13]=1)[CH:2]=[CH2:3] |f:1.2|. The product is C(C=C)C=1C=C(C=CC1OCC1=NC2=CC=CC=C2C=C1)CC(=O)O (2-[3-Allyl-4-(quinolin-2-yl-methoxy)phenyl]acetic acid). Starting materials: C[Si](C)(C)C#CC1=CC=C(OCC(=O)OC)C=C1 (methyl (4-trimethylsilylethynylphenoxy)acetate), [F-].C(CCC)[N+](CCCC)(CCCC)CCCC (Tetrabutylammonium fluoride). Run in ClCCl (dichloromethane). Reaction conditions: time 30 minute. Yields the product C(#C)C1=CC=C(OCC(=O)OC)C=C1 (Methyl (4-ethynylphenoxy)acetate). Isolated yield 87.4%. Reaction SMILES: C[Si]([C:5]#[C:6][C:7]1[CH:18]=[CH:17][C:10]([O:11][CH2:12][C:13]([O:15][CH3:16])=[O:14])=[CH:9][CH:8]=1)(C)C.[F-].C([N+](CCCC)(CCCC)CCCC)CCC>ClCCl>[C:6]([C:7]1[CH:18]=[CH:17][C:10]([O:11][CH2:12][C:13]([O:15][CH3:16])=[O:14])=[CH:9][CH:8]=1)#[CH:5] |f:1.2|. Procedure: A solution of methyl (4-trimethylsilylethynylphenoxy)acetate (20.00 g, 76 mmol) in dichloromethane (400 mL) was deaerated with argon. Tetrabutylammonium fluoride 24.40 g, 91 mmol) was added, and the mixture was stirred for 30 min at ambient temperature. The solution was washed with 10% aqueous citric acid (200 mL), water (5×400 mL), dried over Na2SO4 and concentrated. The residue was dissolved in diethyl ether and passed through a column filled with silica gel. Evaporation of diethyl ether yield... The reactants are CC(O)(c1cnc(N2CCN(S(=O)(=O)c3cccs3)CC2CN2C3COCC2C(OCc2ccccc2)C3)nc1)C(F)(F)F, ClCCl. Yields the product CC(O)(c1cnc(N2CCN(S(=O)(=O)c3cccs3)CC2CN2C3COCC2C(O)C3)nc1)C(F)(F)F. Reaction SMILES: [CH2:1]([c:2]1[cH:3][cH:4][cH:5][cH:6][cH:7]1)[O:8][CH:9]1[CH:10]2[CH2:11][O:12][CH2:13][CH:14]([CH2:15]1)[N:16]2[CH2:17][CH:18]1[N:19]([c:32]2[n:33][cH:34][c:35]([C:38]([C:39]([F:40])([F:41])[F:42])([CH3:43])[OH:44])[cH:36][n:37]2)[CH2:20][CH2:21][N:22]([S:24](=[O:25])(=[O:26])[c:27]2[s:28][cH:29][cH:30][cH:31]2)[CH2:23]1.[Cl:45][CH2:46][Cl:47]>>[OH:8][CH:9]1[CH:10]2[CH2:11][O:12][CH2:13][CH:14]([CH2:15]1)[N:16]2[CH2:17][CH:18]1[N:19]([c:32]2[n:33][cH:34][c:35]([C:38]([C:39]([F:40])([F:41])[F:42])([CH3:43])[OH:44])[cH:36][n:37]2)[CH2:20][CH2:21][N:22]([S:24](=[O:25])(=[O:26])[c:27]2[s:28][cH:29][cH:30][cH:31]2)[CH2:23]1. Starting materials: C, CC(C)(C)OC(=O)N(CCNC(=O)OCc1ccccc1)c1c(F)cccc1C(=O)O, CC(=O)O, CO, [Pd]. RXN SMILES: [C:36].[CH2:1]([O:2][C:3](=[O:5])[NH:11][CH2:12][CH2:13][N:14]([c:15]1[c:16]([C:17]([OH:4])=[O:18])[cH:20][cH:21][cH:22][c:23]1[F:24])[C:25](=[O:26])[O:27][C:28]([CH3:29])([CH3:30])[CH3:31])[c:6]1[cH:7][cH:8][cH:9][cH:10][cH:19]1.[CH3:32][C:33](=[O:34])[OH:35].[CH3:38][OH:39].[Pd:37]>>[NH:11]1[CH2:12][CH2:13][N:14]([C:25](=[O:26])[O:27][C:28]([CH3:29])([CH3:30])[CH3:31])[c:15]2[c:16]([cH:20][cH:21][cH:22][c:23]2[F:24])[C:17]1=[O:18]. Product: CC(C)(C)OC(=O)N1CCNC(=O)c2cccc(F)c21. Starting materials: COC(=O)c1ccc(CBr)c(OC)c1, CC(C)(C)OC(=O)N1CC2CC1CN2. Yields the product COC(=O)c1ccc(CN2CC3CC2CN3)c(OC)c1. Reaction SMILES: [CH3:15][O:16][c:17]1[cH:18][c:19]([C:20](=[O:21])[O:22][CH3:23])[cH:24][cH:25][c:26]1[CH2:27][Br:28].[CH:1]12[N:2]([C:8]([O:9][C:10]([CH3:11])([CH3:12])[CH3:13])=[O:14])[CH2:3][CH:4]([NH:5][CH2:6]1)[CH2:7]2>>[CH:1]12[N:2]([CH2:8][c:26]3[c:17]([O:16][CH3:15])[cH:18][c:19]([C:20](=[O:21])[O:22][CH3:23])[cH:24][cH:25]3)[CH2:3][CH:4]([NH:5][CH2:6]1)[CH2:7]2. The reactants are NC1=C(C=CC=C1)CS(=O)(=O)NCCOCCO (1-(2-aminophenyl)-N-[2-(2-hydroxyethoxy)ethyl]-methanesulfonamide), ClC1=C(C(=CC=C1)Cl)Br (1,3-dichloro-2-bromobenzene), C(=O)([O-])[O-].[K+].[K+] (K2CO3), CC1(C2=C(C(=CC=C2)P(C3=CC=CC=C3)C4=CC=CC=C4)OC5=C(C=CC=C51)P(C6=CC=CC=C6)C7=CC=CC=C7)C (XantPhos). The reagents and catalysts are C=1C=CC(=CC1)/C=C/C(=O)/C=C/C2=CC=CC=C2.C=1C=CC(=CC1)/C=C/C(=O)/C=C/C2=CC=CC=C2.C=1C=CC(=CC1)/C=C/C(=O)/C=C/C2=CC=CC=C2.[Pd].[Pd] (Pd2dba3). Solvent: O1CCOCC1 (1,4-dioxane). Conditions: temperature 160 celsius, time 30 minute. The product is ClC1=C(C(=CC=C1)Cl)NC1=C(C=CC=C1)CS(=O)(=O)NCCOCCO (1-[2-(2,6-Dichlorophenylamino)phenyl]-N-[2-(2-hydroxyethoxy)-ethyl]methanesulfonamide). Reaction SMILES: [NH2:1][C:2]1[CH:7]=[CH:6][CH:5]=[CH:4][C:3]=1[CH2:8][S:9]([NH:12][CH2:13][CH2:14][O:15][CH2:16][CH2:17][OH:18])(=[O:11])=[O:10].[Cl:19][C:20]1[CH:25]=[CH:24][CH:23]=[C:22]([Cl:26])[C:21]=1Br.C([O-])([O-])=O.[K+].[K+].CC1(C)C2C(=C(P(C3C=CC=CC=3)C3C=CC=CC=3)C=CC=2)OC2C(P(C3C=CC=CC=3)C3C=CC=CC=3)=CC=CC1=2>O1CCOCC1.C1C=CC(/C=C/C(/C=C/C2C=CC=CC=2)=O)=CC=1.C1C=CC(/C=C/C(/C=C/C2C=CC=CC=2)=O)=CC=1.C1C=CC(/C=C/C(/C=C/C2C=CC=CC=2)=O)=CC=1.[Pd].[Pd]>[Cl:19][C:20]1[CH:25]=[CH:24][CH:23]=[C:22]([Cl:26])[C:21]=1[NH:1][C:2]1[CH:7]=[CH:6][CH:5]=[CH:4][C:3]=1[CH2:8][S:9]([NH:12][CH2:13][CH2:14][O:15][CH2:16][CH2:17][OH:18])(=[O:11])=[O:10] |f:2.3.4,7.8.9.10.11|. Reported procedure: To a stirred solution of 1-(2-aminophenyl)-N-[2-(2-hydroxyethoxy)ethyl]-methanesulfonamide (100 mg, 0.37 mmol), 1,3-dichloro-2-bromobenzene (103 mg, 0.46 mmol), K2CO3 (126 mg, 0.99 mmol) and XantPhos (21 mg, 0.04 mmol) in 1,4-dioxane (2 ml) under nitrogen in a microwave tube was added Pd2dba3 (17 mg, 0.019 mmol) in one portion and the tube sealed. The reaction was heated with stirring in a microwave at 160° C. for 30 minutes. The reaction was cooled before filtering through celite. The crude rea...